Task: describe an organic reaction: reactants, conditions, products, and yield. Dataset: the Open Reaction Database (ORD), a public repository of structured organic reaction records The reactants are FC=1C=C(C(=O)NC2=CC=C(C3=CC=CC=C23)OC2=NC(=NC=C2)S(=O)(=O)C)C=C(C1)N1CCOCC1 (3-fluoro-N-(4-{[2-(methylsulfonyl)pyrimidin-4-yl]oxy}-1-naphthyl)-5-morpholin-4-ylbenzamide), CC1CNCC(C1)C (3,5-dimethylpiperidine). The product is CC1CN(CC(C1)C)C1=NC=CC(=N1)OC1=CC=C(C2=CC=CC=C12)NC(C1=CC(=CC(=C1)N1CCOCC1)F)=O (N-(4-{[2-(3,5-Dimethylpiperidin-1-yl)pyrimidin-4-yl]oxy}-1-naphthyl)-3-fluoro-5-morpholin-4-ylbenzamide). As a reaction SMILES: [F:1][C:2]1[CH:3]=[C:4]([CH:29]=[C:30]([N:32]2[CH2:37][CH2:36][O:35][CH2:34][CH2:33]2)[CH:31]=1)[C:5]([NH:7][C:8]1[C:17]2[C:12](=[CH:13][CH:14]=[CH:15][CH:16]=2)[C:11]([O:18][C:19]2[CH:24]=[CH:23][N:22]=[C:21](S(C)(=O)=O)[N:20]=2)=[CH:10][CH:9]=1)=[O:6].[CH3:38][CH:39]1[CH2:44][CH:43]([CH3:45])[CH2:42][NH:41][CH2:40]1>>[CH3:38][CH:39]1[CH2:44][CH:43]([CH3:45])[CH2:42][N:41]([C:21]2[N:20]=[C:19]([O:18][C:11]3[C:12]4[C:17](=[CH:16][CH:15]=[CH:14][CH:13]=4)[C:8]([NH:7][C:5](=[O:6])[C:4]4[CH:29]=[C:30]([N:32]5[CH2:37][CH2:36][O:35][CH2:34][CH2:33]5)[CH:31]=[C:2]([F:1])[CH:3]=4)=[CH:9][CH:10]=3)[CH:24]=[CH:23][N:22]=2)[CH2:40]1. Procedure: Compound is prepared from 3-fluoro-N-(4-{[2-(methylsulfonyl)pyrimidin-4-yl]oxy}-1-naphthyl)-5-morpholin-4-ylbenzamide and 3,5-dimethylpiperidine according to conditions described in general procedure C. Mp: 102-104° C.; 1H NMR (400 MHz, DMSO-d6) δ 0.76-0.88 (m, 6 H), 1.33-3.22 (m, 8 H), 3.27 (m, 4 H), 3.77 (m, 4H), 6.17 (d, J=5.5 Hz, 1 H), 7.02-7.06 (m, 1H), 7.27 (d, J=8.8 Hz, 1 H), 7.41 (d, J=8.0 Hz, 1 H), 7.25-7.62 (m, 4 H), 7.62-7.83 (m, 1 H), 7.99-8.01 (m, 1 H), 8.24 (d, J=5.5 Hz, 1 H), 10.4...